From a dataset of the Open Reaction Database (ORD), a public repository of structured organic reaction records. describe an organic reaction: reactants, conditions, products, and yield Starting materials: NC1=C(C=NC=C1)S(=O)(=O)NC(=O)C1CCCC1 (4-amino-3-cyclopentylcarbonylaminosulfonylpyridine). Solvent: CN(C)C=O (DMF), P(=O)(Cl)(Cl)Cl (phosphorus oxychloride). Yields the product C1(CCCC1)C1=NS(C2=C(N1)C=CN=C2)(=O)=O (3-CYCLOPENTYL-4H-PYRIDO[4,3-e] [1,2,4]THIADIAZINE 1,1-DIOXIDE). As a reaction SMILES: [NH2:1][C:2]1[CH:7]=[CH:6][N:5]=[CH:4][C:3]=1[S:8]([NH:11][C:12]([CH:14]1[CH2:18][CH2:17][CH2:16][CH2:15]1)=O)(=[O:10])=[O:9]>CN(C=O)C.P(Cl)(Cl)(Cl)=O>[CH:14]1([C:12]2[NH:1][C:2]3[CH:7]=[CH:6][N:5]=[CH:4][C:3]=3[S:8](=[O:10])(=[O:9])[N:11]=2)[CH2:18][CH2:17][CH2:16][CH2:15]1. Procedure: A solution of 1 g of 4-amino-3-cyclopentylcarbonylaminosulfonylpyridine (Preparation 17) in 1 cm3 of DMF and 10 cm3 of phosphorus oxychloride is stirred at ambient temperature for 3 hours. The solvents are removed under partial vacuum (rotary evaporator) and the residue is dissolved in 10 cm3 of water. The solution is adjusted to a pH of 4 (NaHCO3) and the crystalline precipitate obtained is collected on a filter, washed with water and dried. Starting materials: CC=1N=C2CCCCC2=C2CCCCC12 (1,2,3,4,7,8,9,10-octahydro-6-methyl-phenanthridine), C(CCC)[Li] (n-butyl-lithium), C[Si](C)(C)N=C=S (trimethylsilyl isothiocyanate). Product: CC=1N=C2C(CCCC2=C2CCCCC12)C(N)=S (1,2,3,4,7,8,9,10-octahydro-6-methylphenanthridine-4-thiocarboxamide). Reaction SMILES: [CH3:1][C:2]1[N:3]=[C:4]2[C:9](=[C:10]3[C:15]=1[CH2:14][CH2:13][CH2:12][CH2:11]3)[CH2:8][CH2:7][CH2:6][CH2:5]2.C([Li])CCC.C[Si]([N:25]=[C:26]=[S:27])(C)C>>[CH3:1][C:2]1[N:3]=[C:4]2[C:9](=[C:10]3[C:15]=1[CH2:14][CH2:13][CH2:12][CH2:11]3)[CH2:8][CH2:7][CH2:6][CH:5]2[C:26](=[S:27])[NH2:25]. Procedure: By the method of Example 2, 1,2,3,4,7,8,9,10-octahydro-6-methyl-phenanthridine is reacted with n-butyl-lithium solution and the resulting anion is reacted with trimethylsilyl isothiocyanate to give 1,2,3,4,7,8,9,10-octahydro-6-methylphenanthridine-4-thiocarboxamide.